From a dataset of the Open Reaction Database (ORD), a public repository of structured organic reaction records. describe an organic reaction: reactants, conditions, products, and yield The reactants are [Cl-], Cl, O=N[O-], Cn1nc(N)c2c(=O)n3c(nc21)SCC3, [Na+], O. Product: Cn1nc(Cl)c2c(=O)n3c(nc21)SCC3. Reaction SMILES: [Cl-:20].[ClH:21].[N:16]([O-:17])=[O:18].[NH2:1][c:2]1[n:3][n:4]([CH3:15])[c:5]2[n:6][c:7]3[n:8]([c:9](=[O:11])[c:10]12)[CH2:12][CH2:13][S:14]3.[Na+:19].[OH2:22]>>[c:2]1([Cl:20])[n:3][n:4]([CH3:15])[c:5]2[n:6][c:7]3[n:8]([c:9](=[O:11])[c:10]12)[CH2:12][CH2:13][S:14]3. The reactants are solution, C(C(=O)O)(=O)O (oxalic acid), S1C2=C(C=C1)C=C(C=C2)CCOCCN(C)CC2=CC=CC=C2 (N-[2-(2-benzo[b]thiophen-5-ylethoxy)ethyl]-N-benzyl-N-methylamine). Run in C(C)(=O)OCC (ethyl acetate), C(C)(=O)OCC (ethyl acetate). Reaction conditions: time 2 hour. The product is C(C(=O)O)(=O)O.S1C2=C(C=C1)C=C(C=C2)CCOCCN(C)CC2=CC=CC=C2 (N-[2-(2-benzo[b]thiophen-5-ylethoxy)ethyl]-N-benzyl-N-methylamine oxalate). The yield is 76.4%. RXN SMILES: [S:1]1[CH:5]=[CH:4][C:3]2[CH:6]=[C:7]([CH2:10][CH2:11][O:12][CH2:13][CH2:14][N:15]([CH2:17][C:18]3[CH:23]=[CH:22][CH:21]=[CH:20][CH:19]=3)[CH3:16])[CH:8]=[CH:9][C:2]1=2.[C:24]([OH:29])(=[O:28])[C:25]([OH:27])=[O:26]>C(OCC)(=O)C>[C:24]([OH:29])(=[O:28])[C:25]([OH:27])=[O:26].[S:1]1[CH:5]=[CH:4][C:3]2[CH:6]=[C:7]([CH2:10][CH2:11][O:12][CH2:13][CH2:14][N:15]([CH2:17][C:18]3[CH:19]=[CH:20][CH:21]=[CH:22][CH:23]=3)[CH3:16])[CH:8]=[CH:9][C:2]1=2 |f:3.4|. Procedure: In 20 mL of ethyl acetate is dissolved 2.03 g of N-[2-(2-benzo[b]thiophen-5-ylethoxy)ethyl]-N-benzyl-N-methylamine. After adding 10 mL of a solution of 0.65 g of oxalic acid in ethyl acetate to the solution the resulting mixture is stirred at ambient temperature for 2 hours. The deposited crystal is collected by filtration, washed with ethyl acetate and dried to obtain 1.98 g of N-[2-(2-benzo[b]thiophen-5-ylethoxy)ethyl]-N-benzyl-N-methylamine oxalate. Reaction SMILES: [CH2:29]1[O:30][CH2:31][CH2:32][CH2:33]1.[CH3:10][Si:11]([N-:12][Si:13]([CH3:14])([CH3:15])[CH3:16])([CH3:17])[CH3:18].[F:19][c:20]1[cH:21][c:22]([CH3:28])[c:23]([C:24]#[N:25])[cH:26][cH:27]1.[K+:9].[S:1]1[CH2:2][CH2:3][CH:4]([C:7]#[N:8])[CH2:5][CH2:6]1>>[S:1]1[CH2:2][CH2:3][C:4]([C:7]#[N:8])([c:20]2[cH:21][c:22]([CH3:28])[c:23]([C:24]#[N:25])[cH:26][cH:27]2)[CH2:5][CH2:6]1. The reactants are C1CCOC1, C[Si](C)(C)[N-][Si](C)(C)C, Cc1cc(F)ccc1C#N, [K+], N#CC1CCSCC1. The product is Cc1cc(C2(C#N)CCSCC2)ccc1C#N.